This data is from the Open Reaction Database (ORD), a public repository of structured organic reaction records. The task is: describe an organic reaction: reactants, conditions, products, and yield Starting materials: FC1(C(C=CC2=CC=CC(=C12)F)(F)F)F (1,1,2,2,8-pentafluoro-1,2-dihydronaphthalene), C(C)(CC)[Li] (sec-butyllithium), Cl (hydrochloric acid), B(OC)(OC)OC (trimethyl borate). Run in O1CCCC1 (tetrahydrofuran), COC(C)(C)C (tert-butyl methyl ether). Reaction conditions: time 3 hour. The product is FC1(C(C=CC2=CC=C(C(=C12)F)B(O)O)(F)F)F (1,1,2,2,8-pentafluoro-1,2-dihydronaphthalene-7-boronic acid). As a reaction SMILES: [F:1][C:2]1([F:15])[C:11]2[C:6](=[CH:7][CH:8]=[CH:9][C:10]=2[F:12])[CH:5]=[CH:4][C:3]1([F:14])[F:13].C([Li])(CC)C.[B:21](OC)([O:24]C)[O:22]C.Cl>O1CCCC1.COC(C)(C)C>[F:15][C:2]1([F:1])[C:11]2[C:6](=[CH:7][CH:8]=[C:9]([B:21]([OH:24])[OH:22])[C:10]=2[F:12])[CH:5]=[CH:4][C:3]1([F:13])[F:14]. Procedure: A solution of 4.8 g of 1,1,2,2,8-pentafluoro-1,2-dihydronaphthalene [(Z3) where R1=H] in 75 ml of tetrahydrofuran was mixed with 11 ml of sec-butyllithium (2M in pentane) at a temperature below −75° C. After 3 g of trimethyl borate had been added, the mixture was stirred at the same temperature for 3 hours and subsequently brought to room temperature overnight. After hydrolysis using 10% hydrochloric acid, 150 ml of tert-butyl methyl ether were added, and the organic phase was separated off, was... The reactants are CC1S[C@H]2N(C(=C1)C(=O)OCC(Cl)(Cl)Cl)C(C2NC(C(C2=CC=CC=C2)OC=O)=O)=O (2,2,2-Trichloroethyl 2-methyl-7-(2-formyloxy-2-phenylacetamido)-3-cephem-4-carboxylate), C(C)(=O)O (acetic acid). Reagents/catalysts: [Zn] (zinc), [Zn] (zinc). The solvent is CN(C=O)C (dimethylformamide). Conditions: time 1 hour. The product is CC1S[C@H]2N(C(=C1)C(=O)O)C(C2NC(C(C2=CC=CC=C2)OC=O)=O)=O (2-methyl-7-(2-formyloxy-2-phenylacetamido)-3-cephem-4-carboxylic acid). Isolated yield 85.4%. As a reaction SMILES: [CH3:1][CH:2]1[CH:7]=[C:6]([C:8]([O:10]CC(Cl)(Cl)Cl)=[O:9])[N:5]2[C:16](=[O:31])[CH:17]([NH:18][C:19](=[O:30])[CH:20]([O:27][CH:28]=[O:29])[C:21]3[CH:26]=[CH:25][CH:24]=[CH:23][CH:22]=3)[C@H:4]2[S:3]1.C(O)(=O)C>[Zn].CN(C)C=O>[CH3:1][CH:2]1[CH:7]=[C:6]([C:8]([OH:10])=[O:9])[N:5]2[C:16](=[O:31])[CH:17]([NH:18][C:19](=[O:30])[CH:20]([O:27][CH:28]=[O:29])[C:21]3[CH:22]=[CH:23][CH:24]=[CH:25][CH:26]=3)[C@H:4]2[S:3]1. Procedure details: 2,2,2-Trichloroethyl 2-methyl-7-(2-formyloxy-2-phenylacetamido)-3-cephem-4-carboxylate (1.58 g), zinc powder (1.5 g) and glacial acetic acid (1.5 ml) were added to anhydrous dimethylformamide (15 ml), and the mixture was stirred for 1 hour under ice-cooling. After the reaction, zinc powder was filtered off, and the filtrate was poured into a mixture of 5% hydrochloric acid (30 ml) and ethyl acetate (30 ml) and then extracted. The aqueous layer was further extracted twice with ethyl acetate (30 m... Reactants: ClC1=C(C=CC=C1)C(CC(=O)C=1C=CC(NC1)=O)C1CCCC1 (5-[3-(2-chloro-phenyl)-3-cyclopentyl-propionyl]-1H-pyridin-2-one), IC (iodomethane), C([O-])([O-])=O.[K+].[K+] (potassium carbonate). The product is ClC1=C(C=CC=C1)C(CC(=O)C=1C=CC(N(C1)C)=O)C1CCCC1 (5-[3-(2-Chloro-phenyl)-3-cyclopentyl-propionyl]-1-methyl-1H-pyridin-2-one). As a reaction SMILES: [Cl:1][C:2]1[CH:7]=[CH:6][CH:5]=[CH:4][C:3]=1[CH:8]([CH:19]1[CH2:23][CH2:22][CH2:21][CH2:20]1)[CH2:9][C:10]([C:12]1[CH:13]=[CH:14][C:15](=[O:18])[NH:16][CH:17]=1)=[O:11].IC.[C:26](=O)([O-])[O-].[K+].[K+]>>[Cl:1][C:2]1[CH:7]=[CH:6][CH:5]=[CH:4][C:3]=1[CH:8]([CH:19]1[CH2:23][CH2:22][CH2:21][CH2:20]1)[CH2:9][C:10]([C:12]1[CH:13]=[CH:14][C:15](=[O:18])[N:16]([CH3:26])[CH:17]=1)=[O:11] |f:2.3.4|. Procedure details: In analogy to example 161, step 1, 5-[3-(2-chloro-phenyl)-3-cyclopentyl-propionyl]-1H-pyridin-2-one was reacted with iodomethane in the presence of potassium carbonate to give the title compound as a light yellow oil, MS (ESI+): m/z=344.2 [M+H]+. Reactants: ClCCOC1=NNC2=NC=NC(=C21)NC2=CC(=C(C=C2)OCC2=NC=CC=C2)Cl (3-(2-chloroethoxy)-N-[3-chloro-4-(pyridin-2-ylmethoxy)phenyl]-1H-pyrazolo[3,4-d]pyrimidin-4-amine), N1CCOCC1 (morpholine). Yields the product ClC=1C=C(C=CC1OCC1=NC=CC=C1)NC1=C2C(=NC=N1)NN=C2OCCN2CCOCC2 (N-[3-chloro-4-(pyridin-2-ylmethoxy)phenyl]-3-(2-morpholin-4-ylethoxy)-1H-pyrazolo[3,4-d]pyrimidin-4-amine). The yield is 40.0%. RXN SMILES: Cl[CH2:2][CH2:3][O:4][C:5]1[C:13]2[C:8](=[N:9][CH:10]=[N:11][C:12]=2[NH:14][C:15]2[CH:20]=[CH:19][C:18]([O:21][CH2:22][C:23]3[CH:28]=[CH:27][CH:26]=[CH:25][N:24]=3)=[C:17]([Cl:29])[CH:16]=2)[NH:7][N:6]=1.[NH:30]1[CH2:35][CH2:34][O:33][CH2:32][CH2:31]1>>[Cl:29][C:17]1[CH:16]=[C:15]([NH:14][C:12]2[N:11]=[CH:10][N:9]=[C:8]3[NH:7][N:6]=[C:5]([O:4][CH2:3][CH2:2][N:30]4[CH2:35][CH2:34][O:33][CH2:32][CH2:31]4)[C:13]=23)[CH:20]=[CH:19][C:18]=1[O:21][CH2:22][C:23]1[CH:28]=[CH:27][CH:26]=[CH:25][N:24]=1. Reported procedure: The procedure described in Example 23 was repeated using 3-(2-chloroethoxy)-N-[3-chloro-4-(pyridin-2-ylmethoxy)phenyl]-1H-pyrazolo[3,4-d]pyrimidin-4-amine and morpholine to give the title compound in 40% yield; NMR Spectrum: 2.50 (hidden by DMSO, 4H), 2.80 (t, 2H), 3.55 (br s, 4H), 4.44 (t, 2H), 5.29 (s, 2H), 7.25 (d, 1H), 7.37 (t, 1H), 7.55-7.58 (m, 2H), 7.86-7.92 (m, 2H), 8.29 (s, 1H), 8.45 (s, 1H), 8.59 (d, 1H); Mass Spectrum: 482 (MH+).